This data is from the Open Reaction Database (ORD), a public repository of structured organic reaction records. The task is: describe an organic reaction: reactants, conditions, products, and yield Reactants: COC(C(C1=CC=CC=C1)=O)=O (alpha-oxobenzeneacetic acid methyl ester), O1CCCC1 (tetrahydrofuran), [OH-].[Na+] (sodium hydroxide). The solvent is O (water), CO (methanol). The product is OC=1C(=CC2=CC=CC=C2C1)OCCOC1=CC=C(C=C1)C(C(=O)O)=O (4-[[2-(3-hydroxy-2-naphthalenyloxy) ethyl]oxy]-alpha-oxobenzeneacetic acid). RXN SMILES: C[O:2][C:3](=[O:12])[C:4](=[O:11])[C:5]1[CH:10]=[CH:9][CH:8]=[CH:7][CH:6]=1.[OH-:13].[Na+].[O:15]1[CH2:19][CH2:18][CH2:17][CH2:16]1>CO.O>[OH:15][C:19]1[C:18]([O:13][CH2:4][CH2:3][O:2][C:8]2[CH:9]=[CH:10][C:5]([C:4](=[O:11])[C:3]([OH:2])=[O:12])=[CH:6][CH:7]=2)=[CH:17][C:16]2[C:7]([CH:8]=1)=[CH:6][CH:5]=[CH:10][CH:9]=2 |f:1.2|. Procedure details: A mixture of 4-[[2-(3-hydroxy)-2-naphthalenyloxy)ethyl]oxy]-alpha-oxobenzeneacetic acid methyl ester (0.065 g) in hot methanol (2 mL) plus tetrahydrofuran (5 mL) was treated with 1N sodium hydroxide (0.5 mL) and diluted with water. The organic solvent was removed under vacuum and the residue was mixed with water, acidified with excess 2N hydrochloric acid, and extracted with dichloromethane. The organic layer was dried (Na2SO4), filtered, and evaporated to give crude product. Crystallization fro... Reaction SMILES: [CH3:61][OH:62].[O:49]1[CH2:50][CH2:51][CH2:52][CH2:53]1.[OH2:54].[OH:55][C:56]([C:57](=[O:58])[OH:59])=[O:60].[c:1]1([C:7]2=[C:8]([c:25]3[cH:26][cH:27][c:28]([O:29][CH2:30][CH2:31][CH2:32][CH2:33][CH2:34][S:35][CH2:36][c:37]4[cH:38][cH:39][c:40]([C:43]([F:44])([F:45])[F:46])[cH:41][cH:42]4)[cH:47][cH:48]3)[c:9]3[c:10]([cH:14][c:15]([O:18][CH:19]4[CH2:20][CH2:21][CH2:22][CH2:23][O:24]4)[cH:16][cH:17]3)[CH2:11][CH2:12][CH2:13]2)[cH:2][cH:3][cH:4][cH:5][cH:6]1>>[c:1]1([C:7]2=[C:8]([c:25]3[cH:26][cH:27][c:28]([O:29][CH2:30][CH2:31][CH2:32][CH2:33][CH2:34][S:35][CH2:36][c:37]4[cH:38][cH:39][c:40]([C:43]([F:44])([F:45])[F:46])[cH:41][cH:42]4)[cH:47][cH:48]3)[c:9]3[c:10]([cH:14][c:15]([OH:18])[cH:16][cH:17]3)[CH2:11][CH2:12][CH2:13]2)[cH:2][cH:3][cH:4][cH:5][cH:6]1. The product is Oc1ccc2c(c1)CCCC(c1ccccc1)=C2c1ccc(OCCCCCSCc2ccc(C(F)(F)F)cc2)cc1. Starting materials: CO, C1CCOC1, O, O=C(O)C(=O)O, FC(F)(F)c1ccc(CSCCCCCOc2ccc(C3=C(c4ccccc4)CCCc4cc(OC5CCCCO5)ccc43)cc2)cc1. The reactants are COC(C1=C(C=CC(=C1)OC)N(C1=CC=CC=C1)CC(=O)OC)=O (5-methoxy-2-[(2-methoxy-2-oxoethyl)phenylamino]benzoic acid methyl ester), C[O-].[Na+] (sodium methoxide), C(C)(=O)O (acetic acid). The solvent is CO (methanol). Conditions: temperature 20 celsius. The product is COC(=O)C=1N(C2=CC=C(C=C2C1O)OC)C1=CC=CC=C1 (3-Hydroxy-5-methoxy-1-phenyl-1H-indole-2-carboxylic acid methyl ester). The yield is 82.0%. Reaction SMILES: C[O:2][C:3](=O)[C:4]1[CH:9]=[C:8]([O:10][CH3:11])[CH:7]=[CH:6][C:5]=1[N:12]([CH2:19][C:20]([O:22][CH3:23])=[O:21])[C:13]1[CH:18]=[CH:17][CH:16]=[CH:15][CH:14]=1.C[O-].[Na+].C(O)(=O)C>CO>[CH3:23][O:22][C:20]([C:19]1[N:12]([C:13]2[CH:18]=[CH:17][CH:16]=[CH:15][CH:14]=2)[C:5]2[C:4]([C:3]=1[OH:2])=[CH:9][C:8]([O:10][CH3:11])=[CH:7][CH:6]=2)=[O:21] |f:1.2|. Procedure details: A mixture of 1.7 kg (5.2 mole) of 5-methoxy-2-[(2-methoxy-2-oxoethyl)phenylamino]benzoic acid methyl ester, and 303 g (5.6 mole) of sodium methoxide in 10.0 l of anhydrous methanol was stirred at reflux for 90 minutes. The mixture was cooled to 20° C., filtered, and treated with 336 g (320 ml, 5.6 mole) of glacial acetic acid. The mixture was cooled in ice, and the precipitated crude product was filtered and washed with cold methanol followed by hexane. There was obtained 1267 g (82% yield) of t... The solvent is ClCCl (dichloromethane), C1CCOC1 (THF). The product is C(C)N1C(CN(CC1)CC1=CC=C(C=C1)C1=C(C=CC=C1)C(F)(F)F)C1=CC=CC=C1 (1-ethyl-2-phenyl-4-(2′-trifluoromethyl-biphenyl-4-ylmethyl)-piperazine). Procedure details: 100 mg of 3-phenyl-1-(2′-trifluoromethyl-biphenyl-4-ylmethyl)-piperazine were dissolved in THF, 2 equiv. of N,N-diisopropylethylamine were added followed by 2 equiv. of bromoethane. The reaction was stirred at 80° C. overnight. The reaction was diluted with dichloromethane and washed with 1N aqueous NaOH solution. The organic layers were dried over Na2SO4, filtered and concentrated in vacuo. The crude residue was purified by column chromatography to afford 1-ethyl-2-phenyl-4-(2′-trifluoromethyl-... Reaction conditions: temperature 80 celsius, time 8 hour. Reactants: C(C)(C)N(C(C)C)CC (N,N-diisopropylethylamine), C1(=CC=CC=C1)C1CN(CCN1)CC1=CC=C(C=C1)C1=C(C=CC=C1)C(F)(F)F (3-phenyl-1-(2′-trifluoromethyl-biphenyl-4-ylmethyl)-piperazine), BrCC (bromoethane). Reaction SMILES: [C:1]1([CH:7]2[NH:12][CH2:11][CH2:10][N:9]([CH2:13][C:14]3[CH:19]=[CH:18][C:17]([C:20]4[CH:25]=[CH:24][CH:23]=[CH:22][C:21]=4[C:26]([F:29])([F:28])[F:27])=[CH:16][CH:15]=3)[CH2:8]2)[CH:6]=[CH:5][CH:4]=[CH:3][CH:2]=1.[CH:30](N(CC)C(C)C)(C)[CH3:31].BrCC>C1COCC1.ClCCl>[CH2:30]([N:12]1[CH2:11][CH2:10][N:9]([CH2:13][C:14]2[CH:19]=[CH:18][C:17]([C:20]3[CH:25]=[CH:24][CH:23]=[CH:22][C:21]=3[C:26]([F:28])([F:29])[F:27])=[CH:16][CH:15]=2)[CH2:8][CH:7]1[C:1]1[CH:2]=[CH:3][CH:4]=[CH:5][CH:6]=1)[CH3:31]. Starting materials: CN(C)c1ccncn1, CCN=C=NCCCN(C)C, ClCCl, Cl, CC(C)(C(=O)O)N1CCCN(c2ccccc2F)C1=O, Nc1cc(Cl)cc(Cl)c1, O. The product is CC(C)(C(=O)Nc1cc(Cl)cc(Cl)c1)N1CCCN(c2ccccc2F)C1=O. As a reaction SMILES: [CH3:21][N:22]([CH3:23])[c:24]1[cH:25][cH:26][n:27][cH:28][n:29]1.[CH3:31][N:32]([CH3:33])[CH2:34][CH2:35][CH2:36][N:37]=[C:38]=[N:39][CH2:40][CH3:41].[Cl:51][CH2:52][Cl:53].[ClH:30].[F:1][c:2]1[c:3]([N:8]2[C:9](=[O:20])[N:10]([C:14]([C:15](=[O:16])[OH:17])([CH3:18])[CH3:19])[CH2:11][CH2:12][CH2:13]2)[cH:4][cH:5][cH:6][cH:7]1.[NH2:42][c:43]1[cH:44][c:45]([Cl:46])[cH:47][c:48]([Cl:49])[cH:50]1.[OH2:54]>>[F:1][c:2]1[c:3]([N:8]2[C:9](=[O:20])[N:10]([C:14]([C:15](=[O:17])[NH:42][c:43]3[cH:44][c:45]([Cl:46])[cH:47][c:48]([Cl:49])[cH:50]3)([CH3:18])[CH3:19])[CH2:11][CH2:12][CH2:13]2)[cH:4][cH:5][cH:6][cH:7]1. Starting materials: [H][H] (hydrogen), FC1=C(C=C2C=NNC2=C1)[N+](=O)[O-] (6-Fluoro-5-nitro-1H-indazole), C(Cl)Cl (CH2Cl2). Reagents/catalysts: [Pd] (Pd/C). Solvent: CO (MeOH). Run at time 2 hour. Yields the product FC1=C(C=C2C=NNC2=C1)N (6-Fluoro-1H-indazol-5-amine). Yield: 74.5%. As a reaction SMILES: [F:1][C:2]1[CH:10]=[C:9]2[C:5]([CH:6]=[N:7][NH:8]2)=[CH:4][C:3]=1[N+:11]([O-])=O.C(Cl)Cl.[H][H]>[Pd].CO>[F:1][C:2]1[CH:10]=[C:9]2[C:5]([CH:6]=[N:7][NH:8]2)=[CH:4][C:3]=1[NH2:11]. Procedure details: To the product of Step (c) (530 mg, 2.93 mmol, 1 equiv) and 10% Pd/C (200 mg) was added CH2Cl2 (10 mL) and MeOH (40 mL). The atmosphere was replaced with hydrogen gas and the solution was stirred at room temperature and atmospheric pressure for 2 hours. The reaction mixture was filtered through a plug of celite and rinsed with MeOH and CH2Cl2. The residue was purified by flash chromatography (linear gradient, 40→70% EtOAc/hexanes) affording 330 mg (75%) of the title compound as a pale purple sol... Reactants: C1=CC(=CC(=C1)Cl)C(=O)OO (mCPBA), CC=1C(=C2C=CN=CC2=CC1)[N+](=O)[O-] (6-methyl-5-nitroisoquinoline), [OH-].[Na+] (NaOH). The solvent is ClCCl (dichloromethane). Run at temperature 0 celsius. The product is CC=1C(=C2C=C[N+](=CC2=CC1)[O-])[N+](=O)[O-] (6-methyl-5-nitroisoquinoline-2-oxide). Isolated yield 99.0%. Reaction SMILES: [CH3:1][C:2]1[C:3]([N+:12]([O-:14])=[O:13])=[C:4]2[C:9](=[CH:10][CH:11]=1)[CH:8]=[N:7][CH:6]=[CH:5]2.C1C=C(Cl)C=C(C(OO)=[O:23])C=1.[OH-].[Na+]>ClCCl>[CH3:1][C:2]1[C:3]([N+:12]([O-:14])=[O:13])=[C:4]2[C:9](=[CH:10][CH:11]=1)[CH:8]=[N+:7]([O-:23])[CH:6]=[CH:5]2 |f:2.3|. Reported procedure: 6-Methyl-5-nitroisoquinoline (43.3 g, 0.230 mol) obtained in Step (2) above was dissolved in dichloromethane (650 mL), and the temperature of the reaction solution was cooled to 0° C. or lower. The reaction solution was slowly added with mCPBA (67.5 g, 0.390 mol), followed by stirring for 10 hours or more at 0° C. The reaction mixture was adjusted to have a pH value of 10 by adding 1N aqueous NaOH solution and extracted with dichloromethane. The combined organic layer thus obtained was dried ove... The reactants are ClC1=C(CN(CC(O)C2=CC=C(C=C2)Br)C)C=CC(=C1)Cl (2-((2,4-dichlorobenzyl)(methyl)amino)-1-(4-bromophenyl)ethanol), OS(=O)(=O)O (H2SO4). The solvent is ClCCl (dichloromethane). Conditions: temperature 20 celsius, time 3 hour. Yields the product BrC1=CC=C(C=C1)C1CN(CC2=C(C=C(C=C12)Cl)Cl)C (4-(4-bromophenyl)-6,8-dichloro-2-methyl-1,2,3,4-tetrahydroisoquinoline). The yield is 94.4%. As a reaction SMILES: [Cl:1][C:2]1[CH:20]=[C:19]([Cl:21])[CH:18]=[CH:17][C:3]=1[CH2:4][N:5]([CH3:16])[CH2:6][CH:7]([C:9]1[CH:14]=[CH:13][C:12]([Br:15])=[CH:11][CH:10]=1)O.OS(O)(=O)=O>ClCCl>[Br:15][C:12]1[CH:13]=[CH:14][C:9]([CH:7]2[C:17]3[C:3](=[C:2]([Cl:1])[CH:20]=[C:19]([Cl:21])[CH:18]=3)[CH2:4][N:5]([CH3:16])[CH2:6]2)=[CH:10][CH:11]=1. Reported procedure: Into a 50-mL 3-necked round-bottom flask, was placed a solution of 2-((2,4-dichlorobenzyl)(methyl)amino)-1-(4-bromophenyl)ethanol (1.0 g, 2.57 mmol, 1.00 equiv) in dichloromethane (3 mL). This was followed by the addition of conc.H2SO4 (2 mL) dropwise with stirring at 0-5° C. The resulting solution was stirred for 3 h at 20° C. The reaction was then quenched by the addition of water/ice. The pH value of the solution was adjusted to 9 with sodium hydroxide. The resulting solution was extracted wi... The reactants are C(C)OC([C@@H](NC(C1=C(C=C(C=C1)C=O)C1=C(C=CC=C1)C)=O)CCSC)=O ([4-formyl-2-(2-methylphenyl)benzoyl]methionine ethyl ester), Cl.N[C@H](CO)CC1CCCCC1 ((S)-(+)-2-amino-3-cyclohexyl-1-propanol hydrochloride), C(C)(C)N(CC)C(C)C (diisopropylethylamine), Cl.C(C)O (HCl ethanol), C(#N)[BH3-].[Na+] (Sodium cyanoborohydride), BrC1(CC=CC=C1O)C (o-bromocresol), OCC1=CC(=C(C(=O)O)C=C1)C1=CC=CC=C1 (4-hydroxymethyl-2-phenylbenzoic acid), 4-hydroxmethyl-2-(2-methylphenyl)benzoic acid. The solvent is C(C)O (ethanol), C1(=CC=CC=C1)C (toluene). Product: OC(C1=CC(=C(C(=O)N[C@@H](CCSC)C(=O)O)C=C1)C1=C(C=CC=C1)C)NC(C)CC1CCCCC1 ([4-(1-hydroxy-3-cyclohexylprop-2-ylaminomethyl)-2-(2-methylphenyl)benzoyl]methionine). The yield is 106.4%. Reaction SMILES: C([O:3][C:4](=[O:28])[C@H:5]([CH2:24][CH2:25][S:26][CH3:27])[NH:6][C:7](=[O:23])[C:8]1[CH:13]=[CH:12][C:11]([CH:14]=[O:15])=[CH:10][C:9]=1[C:16]1[CH:21]=[CH:20][CH:19]=[CH:18][C:17]=1[CH3:22])C.OCC1C=CC(C(O)=O)=C(C2C=CC=CC=2)C=1.Cl.[NH2:47][C@@H:48]([CH2:51][CH:52]1[CH2:57][CH2:56][CH2:55][CH2:54][CH2:53]1)[CH2:49]O.C(N(C(C)C)CC)(C)C.C([BH3-])#N.[Na+].BrC1(C)C(O)=CC=CC1.Cl.C(O)C>C1(C)C=CC=CC=1.C(O)C>[OH:15][CH:14]([NH:47][CH:48]([CH2:51][CH:52]1[CH2:57][CH2:56][CH2:55][CH2:54][CH2:53]1)[CH3:49])[C:11]1[CH:12]=[CH:13][C:8]([C:7]([NH:6][C@H:5]([C:4]([OH:3])=[O:28])[CH2:24][CH2:25][S:26][CH3:27])=[O:23])=[C:9]([C:16]2[CH:21]=[CH:20][CH:19]=[CH:18][C:17]=2[CH3:22])[CH:10]=1 |f:2.3,5.6,8.9|. Procedure details: A mixture of [4-formyl-2-(2-methylphenyl)benzoyl]methionine ethyl ester (614 mg, 1.54 mmol), prepared according to Example 158F except substituting [4-hydroxmethyl-2-(2-methylphenyl)benzoic acid for 4-hydroxymethyl-2-phenylbenzoic acid in Example 158E, (S)-(+)-2-amino-3-cyclohexyl-1-propanol hydrochloride (357 mg, 1.84 mmol) and diisopropylethylamine (0.135 mL, 0.77 mmol) in toluene was refluxed for 5 hours using a Dean-Stark apparatus. The reaction mixture was cooled to ambient temperature and ...